This data is from the Open Reaction Database (ORD), a public repository of structured organic reaction records. The task is: describe an organic reaction: reactants, conditions, products, and yield The reactants are O=C([O-])[O-], Cc1ccccc1, O=Cc1cnc(Cl)c(Cl)c1, [K+], [K+], NC(=O)c1ccc(O)cc1. Yields the product NC(=O)c1ccc(Oc2ncc(C=O)cc2Cl)cc1. RXN SMILES: [C:21](=[O:22])([O-:23])[O-:24].[CH3:27][c:28]1[cH:29][cH:30][cH:31][cH:32][cH:33]1.[Cl:1][c:2]1[cH:3][c:4]([CH:9]=[O:10])[cH:5][n:6][c:7]1[Cl:8].[K+:25].[K+:26].[OH:11][c:12]1[cH:13][cH:14][c:15]([C:16](=[O:17])[NH2:18])[cH:19][cH:20]1>>[Cl:1][c:2]1[cH:3][c:4]([CH:9]=[O:10])[cH:5][n:6][c:7]1[O:11][c:12]1[cH:13][cH:14][c:15]([C:16](=[O:17])[NH2:18])[cH:19][cH:20]1. The reactants are ClC=1C=C(CN)C=CC1OC (3-chloro-4-methoxybenzylamine), ClC=1N=C(C2=C(N1)SC(=C2)C)Cl (2,4-dichloro-6-methyl-thieno-[2,3-d]-pyrimidine). Yields the product ClC=1N=C(C2=C(N1)SC(=C2)C)NCC2=CC(=C(C=C2)OC)Cl (2-chloro-6-methyl-4-(3-chloro-4-methoxybenzylamino)-thieno-[2,3-d]-pyrimidine). RXN SMILES: [Cl:1][C:2]1[CH:3]=[C:4]([CH:7]=[CH:8][C:9]=1[O:10][CH3:11])[CH2:5][NH2:6].[Cl:12][C:13]1[N:14]=[C:15](Cl)[C:16]2[CH:21]=[C:20]([CH3:22])[S:19][C:17]=2[N:18]=1>>[Cl:12][C:13]1[N:14]=[C:15]([NH:6][CH2:5][C:4]2[CH:7]=[CH:8][C:9]([O:10][CH3:11])=[C:2]([Cl:1])[CH:3]=2)[C:16]2[CH:21]=[C:20]([CH3:22])[S:19][C:17]=2[N:18]=1. Procedure details: Following the procedure of Example 1, the reaction of 3-chloro-4-methoxybenzylamine with 2,4-dichloro-6-methyl-thieno-[2,3-d]-pyrimidine yields 2-chloro-6-methyl-4-(3-chloro-4-methoxybenzylamino)-thieno-[2,3-d]-pyrimidine The reactants are CC(=O)O, Cl, CC(F)c1cc(=O)[nH]cn1, ClI, I. Product: CC(F)c1nc[nH]c(=O)c1I. RXN SMILES: [CH3:15][C:16](=[O:17])[OH:18].[Cl:14].[F:1][CH:2]([CH3:3])[c:4]1[cH:5][c:6](=[O:10])[nH:7][cH:8][n:9]1.[I:11][Cl:12].[I:13]>>[F:1][CH:2]([CH3:3])[c:4]1[c:5]([I:11])[c:6](=[O:10])[nH:7][cH:8][n:9]1. Starting materials: C(C)(C)(C)OC(=O)NCC(=O)N[C@@H](CC(=O)OCC1=CC=CC=C1)C(=O)OC(C)(C)C (4-benzyl 1-tert-butyl N-[(1-tert-butoxyformamido)acetyl]-L-aspartate), COC=1C=CC(=CC1)P2(=S)SP(=S)(S2)C=3C=CC(=CC3)OC (Lawesson reagent). The solvent is C1(=CC=CC=C1)C (toluene). Yields the product C(C)(C)(C)OC(=O)NCC(=S)N[C@@H](CC(=O)OCC1=CC=CC=C1)C(=O)OC(C)(C)C (4-benzyl 1-tert-butyl N-[(1-tert-butoxyformamido)thioacetyl]-L-aspartate). As a reaction SMILES: [C:1]([O:5][C:6]([NH:8][CH2:9][C:10]([NH:12][C@H:13]([C:25]([O:27][C:28]([CH3:31])([CH3:30])[CH3:29])=[O:26])[CH2:14][C:15]([O:17][CH2:18][C:19]1[CH:24]=[CH:23][CH:22]=[CH:21][CH:20]=1)=[O:16])=O)=[O:7])([CH3:4])([CH3:3])[CH3:2].COC1C=CC(P2(SP(C3C=CC(OC)=CC=3)(=S)S2)=[S:41])=CC=1>C1(C)C=CC=CC=1>[C:1]([O:5][C:6]([NH:8][CH2:9][C:10]([NH:12][C@H:13]([C:25]([O:27][C:28]([CH3:31])([CH3:30])[CH3:29])=[O:26])[CH2:14][C:15]([O:17][CH2:18][C:19]1[CH:24]=[CH:23][CH:22]=[CH:21][CH:20]=1)=[O:16])=[S:41])=[O:7])([CH3:4])([CH3:3])[CH3:2]. Procedure details: A solution of 14.8 g (33.9 mmol) of 4-benzyl 1-tert-butyl N-[(1-tert-butoxyformamido)acetyl]-L-aspartate and 6.9 g (17 mmol) of Lawesson reagent in 140 ml of dry toluene is heated to 100° for 2.5 hours. Thereafter, the solvent is distilled off under reduced pressure and the residue is boiled up three times with 500 ml of a 9:1 mixture of hexane and ether. The combined organic phases are evaporated and, for purification, the residue is chromatographed on silica gel using a 9:1 mixture of hexane a... Yields the product COc1cc(Oc2ncnc3cc(OC)c(OC)cc23)ccc1N. Reaction SMILES: [CH3:3][S:4](=[O:5])[CH3:6].[Cl:17][c:18]1[n:19][cH:20][n:21][c:22]2[cH:23][c:24]([O:30][CH3:31])[c:25]([O:28][CH3:29])[cH:26][c:27]12.[H-:1].[NH2:7][c:8]1[c:9]([O:15][CH3:16])[cH:10][c:11]([OH:14])[cH:12][cH:13]1.[Na+:2].[OH2:32]>>[NH2:7][c:8]1[c:9]([O:15][CH3:16])[cH:10][c:11]([O:14][c:18]2[n:19][cH:20][n:21][c:22]3[cH:23][c:24]([O:30][CH3:31])[c:25]([O:28][CH3:29])[cH:26][c:27]23)[cH:12][cH:13]1. The reactants are CS(C)=O, COc1cc2ncnc(Cl)c2cc1OC, [H-], COc1cc(O)ccc1N, [Na+], O. Starting materials: CCN(CC)C(=O)c1ccc(Br)cc1Cl, O=C([O-])[O-], C[Zn]C, Cc1ccccc1, CCOC(C)=O, ClCCl, [K+], [K+], CN(C)C=O. As a reaction SMILES: [Br:1][c:2]1[cH:3][c:4]([Cl:15])[c:5]([C:6](=[O:7])[N:8]([CH2:9][CH3:10])[CH2:11][CH3:12])[cH:13][cH:14]1.[C:16](=[O:17])([O-:18])[O-:19].[CH3:22][Zn:23][CH3:24].[CH3:33][c:34]1[cH:35][cH:36][cH:37][cH:38][cH:39]1.[CH3:40][CH2:41][O:42][C:43](=[O:44])[CH3:45].[Cl:25][CH2:26][Cl:27].[K+:20].[K+:21].[O:28]=[CH:29][N:30]([CH3:31])[CH3:32]>>[c:2]1([CH3:16])[cH:3][c:4]([Cl:15])[c:5]([C:6](=[O:7])[N:8]([CH2:9][CH3:10])[CH2:11][CH3:12])[cH:13][cH:14]1. Yields the product CCN(CC)C(=O)c1ccc(C)cc1Cl. The reactants are C(C)(C)(C)S(=O)(=O)C[C@H](C(=O)O)CC1=CC=CC=C1 ((S)-α-[(tert-butylsulphonyl)methyl]hydrocinnamic acid). The reagents and catalysts are [Rh].[O-2].[Al+3].[O-2].[O-2].[Al+3] (rhodium aluminium oxide). The solvent is C(C)O (ethanol). Reaction conditions: time 10 hour. The product is C(C)(C)(C)S(=O)(=O)C[C@H](C(=O)O)CC1CCCCC1 ((S)-α-[(tert-butylsulphonyl)methyl]cyclohexanepropionic acid). Isolated yield 78.7%. As a reaction SMILES: [C:1]([S:5]([CH2:8][C@@H:9]([CH2:13][C:14]1[CH:19]=[CH:18][CH:17]=[CH:16][CH:15]=1)[C:10]([OH:12])=[O:11])(=[O:7])=[O:6])([CH3:4])([CH3:3])[CH3:2]>[Rh].[O-2].[Al+3].[O-2].[O-2].[Al+3].C(O)C>[C:1]([S:5]([CH2:8][C@@H:9]([CH2:13][CH:14]1[CH2:15][CH2:16][CH2:17][CH2:18][CH2:19]1)[C:10]([OH:12])=[O:11])(=[O:6])=[O:7])([CH3:4])([CH3:2])[CH3:3] |f:1.2.3.4.5.6|. Reported procedure: A mixture of 2 g (7 mmol) of (S)-α-[(tert-butylsulphonyl)methyl]hydrocinnamic acid (EPA 0236734) and 2 g of rhodium/aluminium oxide catalyst (5%) in 100 ml of ethanol is hydrogenated for 10 hours at 50° and 10 bar. After filtering off the catalyst the reaction solution is evaporated under reduced pressure and the residue is recrystallized from a 9:1 mixture of hexane and ethyl acetate. There are obtained 1.6 g of (S)-α-[(tert-butylsulphonyl)methyl]cyclohexanepropionic acid as colourless needles;... The reactants are C1CCOC1, CI, CC(C)[N-]C(C)C, [Li+], CCOC(=O)C1CCCN(C(=O)OC(C)(C)C)C1. Product: CCOC(=O)C1(C)CCCN(C(=O)OC(C)(C)C)C1. As a reaction SMILES: [CH2:29]1[O:30][CH2:31][CH2:32][CH2:33]1.[CH3:27][I:28].[CH:1]([N-:2][CH:3]([CH3:4])[CH3:5])([CH3:6])[CH3:7].[Li+:8].[N:9]1([C:20](=[O:21])[O:22][C:23]([CH3:24])([CH3:25])[CH3:26])[CH2:10][CH:11]([C:15](=[O:16])[O:17][CH2:18][CH3:19])[CH2:12][CH2:13][CH2:14]1>>[CH3:1][C:11]1([C:15](=[O:16])[O:17][CH2:18][CH3:19])[CH2:10][N:9]([C:20](=[O:21])[O:22][C:23]([CH3:24])([CH3:25])[CH3:26])[CH2:14][CH2:13][CH2:12]1. The reactants are C1(CCC1)C1=CC(=C(C(=O)OC)C=C1C1=NN=C(N1)CC)CC (methyl 4-cyclobutyl-2-ethyl-5-(5-ethyl-4H-1,2,4-triazol-3-yl)benzoate), C1(CCC1)C1=CC(=C(C(=O)OC)C=C1C1=NN=C(N1)CC)CC (methyl 4-cyclobutyl-2-ethyl-5-(5-ethyl-4H-1,2,4-triazol-3-yl)benzoate), [OH-].[Na+] (sodium hydroxide). Run in CO (methanol), O (water). Conditions: temperature 25 celsius, time 15 hour. The product is C1(CCC1)C1=CC(=C(C(=O)O)C=C1C1=NN=C(N1)CC)CC (4-Cyclobutyl-2-ethyl-5-(5-ethyl-4H-1,2,4-triazol-3-yl)benzoic acid). Isolated yield 92.9%. Reaction SMILES: [CH:1]1([C:5]2[C:14]([C:15]3[NH:19][C:18]([CH2:20][CH3:21])=[N:17][N:16]=3)=[CH:13][C:8]([C:9]([O:11]C)=[O:10])=[C:7]([CH2:22][CH3:23])[CH:6]=2)[CH2:4][CH2:3][CH2:2]1.[OH-].[Na+]>CO.O>[CH:1]1([C:5]2[C:14]([C:15]3[NH:19][C:18]([CH2:20][CH3:21])=[N:17][N:16]=3)=[CH:13][C:8]([C:9]([OH:11])=[O:10])=[C:7]([CH2:22][CH3:23])[CH:6]=2)[CH2:2][CH2:3][CH2:4]1 |f:1.2|. Reported procedure: To a round-bottom flask was added a solution of methyl 4-cyclobutyl-2-ethyl-5-(5-ethyl-4H-1,2,4-triazol-3-yl)benzoate (compound 181.8, 360 mg, 1.15 mmol, 1.00 equiv) in methanol (20 mL). A solution of sodium hydroxide (460 mg, 11.5 mmol, 10.0 equiv) in water (10 mL) was added to the reaction mixture. The resulting solution was stirred at 25° C. for 15 h. The organic solvent was then removed under reduced pressure. The pH value of the remaining aqueous phase was adjusted to 2-3 with hydrogen chlo... Starting materials: COCCN(C1CC(OC2=CC=C(C=C12)OCCCC(=O)OCC)(C)C)S(=O)(=O)C (ethyl 4-[4-((2-methoxyethyl)methanesulfonylamino)-2,2-dimethylchroman-6-yloxy]butyrate), oily product. Run in NCCO (2-aminoethanol). Product: OCCNC(CCCOC=1C=C2C(CC(OC2=CC1)(C)C)N(CCOC)S(=O)(=O)C)=O (N-(2-Hydroxyethyl)-4-{4-[methanesulfonyl-(2-methoxyethyl)amino]-2,2-dimethylchroman-6-yloxy}butyramide). As a reaction SMILES: [CH3:1][O:2][CH2:3][CH2:4][N:5]([S:27]([CH3:30])(=[O:29])=[O:28])[CH:6]1[C:15]2[C:10](=[CH:11][CH:12]=[C:13]([O:16][CH2:17][CH2:18][CH2:19][C:20](OCC)=[O:21])[CH:14]=2)[O:9][C:8]([CH3:26])([CH3:25])[CH2:7]1>NCCO>[OH:2][CH2:3][CH2:4][NH:5][C:20](=[O:21])[CH2:19][CH2:18][CH2:17][O:16][C:13]1[CH:14]=[C:15]2[C:10](=[CH:11][CH:12]=1)[O:9][C:8]([CH3:26])([CH3:25])[CH2:7][CH:6]2[N:5]([S:27]([CH3:30])(=[O:28])=[O:29])[CH2:4][CH2:3][O:2][CH3:1]. Reported procedure: 0.55 g of ethyl 4-[4-((2-methoxyethyl)methanesulfonylamino)-2,2-dimethylchroman-6-yloxy]butyrate (Example 19a) was reacted at 90° C. for 2 h in 4 ml of 2-aminoethanol, 0.6 g of oily product.